This data is from the Open Reaction Database (ORD), a public repository of structured organic reaction records. The task is: describe an organic reaction: reactants, conditions, products, and yield Reactants: CC(=O)Oc1ccccc1C(=O)O, CCOC(=O)CN, CCN=C=NCCCN(C)C, CCN(C(C)C)C(C)C, Cl, CN(C)C=O, O, On1nnc2ccccc21. Yields the product CCOC(=O)CNC(=O)c1ccccc1OC(C)=O. Reaction SMILES: [C:10]([CH3:11])(=[O:12])[O:13][c:14]1[c:15]([C:16](=[O:17])[OH:18])[cH:19][cH:20][cH:21][cH:22]1.[CH2:44]([CH3:45])[O:46][C:47]([CH2:48][NH2:49])=[O:50].[CH3:23][CH2:24][N:25]=[C:26]=[N:27][CH2:28][CH2:29][CH2:30][N:31]([CH3:32])[CH3:33].[CH:1]([N:2]([CH2:3][CH3:4])[CH:5]([CH3:6])[CH3:7])([CH3:8])[CH3:9].[ClH:51].[O:52]=[CH:53][N:54]([CH3:55])[CH3:56].[OH2:57].[OH:34][n:35]1[c:36]2[c:37]([cH:38][cH:39][cH:40][cH:41]2)[n:42][n:43]1>>[C:10]([CH3:11])(=[O:12])[O:13][c:14]1[c:15]([C:16](=[O:18])[NH:49][CH2:48][C:47]([O:46][CH2:44][CH3:45])=[O:50])[cH:19][cH:20][cH:21][cH:22]1. The reactants are CC(CCCCCCCCC)NC(C=C(C)C1=CC(=CC=C1)[N+](=O)[O-])=O (N-(1-methyldecyl)-3-(3-nitrophenyl)-2-butenamide). Reagents/catalysts: [Fe] (iron). Run in C(C)(=O)O (acetic acid). Yields the product CC(CCCCCCCCC)NC(C=C(C)C1=CC(=CC=C1)N)=O (N-(1-Methyldecyl)-3-(3-Aminophenyl)-2-butenamide). As a reaction SMILES: [CH3:1][CH:2]([NH:12][C:13](=[O:26])[CH:14]=[C:15]([C:17]1[CH:22]=[CH:21][CH:20]=[C:19]([N+:23]([O-])=O)[CH:18]=1)[CH3:16])[CH2:3][CH2:4][CH2:5][CH2:6][CH2:7][CH2:8][CH2:9][CH2:10][CH3:11]>C(O)(=O)C.[Fe]>[CH3:1][CH:2]([NH:12][C:13](=[O:26])[CH:14]=[C:15]([C:17]1[CH:22]=[CH:21][CH:20]=[C:19]([NH2:23])[CH:18]=1)[CH3:16])[CH2:3][CH2:4][CH2:5][CH2:6][CH2:7][CH2:8][CH2:9][CH2:10][CH3:11]. Reported procedure: The N-(1-methyldecyl)-3-(3-nitrophenyl)-2-butenamide from Preparation 23 (6.5 g.) was reduced with iron powder (5.0 g.) in glacial acetic acid (80 ml.) in a manner analogously to Preparation 27. After chromatography, 4.5 g. of the title compound was obtained, as an amber oil.